Dataset: the Open Reaction Database (ORD), a public repository of structured organic reaction records. Task: describe an organic reaction: reactants, conditions, products, and yield Reactants: O=C(Nc1ccccc1N1CCc2ccccc21)c1ccncc1, O=P(Cl)(Cl)Cl. Product: c1ccc2c(c1)N=C(c1ccncc1)c1cccc3c1N2CC3. As a reaction SMILES: [N:1]1([c:10]2[c:11]([NH:16][C:17](=[O:18])[c:19]3[cH:20][cH:21][n:22][cH:23][cH:24]3)[cH:12][cH:13][cH:14][cH:15]2)[CH2:2][CH2:3][c:4]2[cH:5][cH:6][cH:7][cH:8][c:9]21.[P:25]([Cl:26])([Cl:27])([Cl:28])=[O:29]>>[N:1]12[CH2:2][CH2:3][c:4]3[cH:5][cH:6][cH:7][c:8]([c:9]31)[C:17]([c:19]1[cH:20][cH:21][n:22][cH:23][cH:24]1)=[N:16][c:11]1[c:10]2[cH:15][cH:14][cH:13][cH:12]1.